Dataset: the Open Reaction Database (ORD), a public repository of structured organic reaction records. Task: describe an organic reaction: reactants, conditions, products, and yield Starting materials: C([O-])([O-])=O.[K+].[K+] (potassium carbonate), C1(CC1)C1=C(C(=NO1)C1=C(C=CC=C1Cl)Cl)COC1CCNCCC1 (4-[5-cyclopropyl-3-(2,6-dichloro-phenyl)-isoxazol-4-ylmethoxy]-azepane), IC1=CC=C(C(=O)OCC)C=C1 (ethyl 4-iodobenzoate), N1[C@H](C(=O)O)CCC1 (proline). Reagents/catalysts: [Cu]I (copper(I) iodide). Solvent: CS(=O)C (dimethyl sulfoxide). Run at temperature 100 celsius, time 14 hour. Product: C(C)OC(C1=CC=C(C=C1)N1CCC(CCC1)OCC=1C(=NOC1C1CC1)C1=C(C=CC=C1Cl)Cl)=O (4-{4-[5-Cyclopropyl-3-(2,6-dichloro-phenyl)-isoxazol-4-ylmethoxy]-azepan-1-yl}-benzoic acid ethyl ester). RXN SMILES: [CH:1]1([C:4]2[O:8][N:7]=[C:6]([C:9]3[C:14]([Cl:15])=[CH:13][CH:12]=[CH:11][C:10]=3[Cl:16])[C:5]=2[CH2:17][O:18][CH:19]2[CH2:25][CH2:24][CH2:23][NH:22][CH2:21][CH2:20]2)[CH2:3][CH2:2]1.I[C:27]1[CH:37]=[CH:36][C:30]([C:31]([O:33][CH2:34][CH3:35])=[O:32])=[CH:29][CH:28]=1.N1CCC[C@H]1C(O)=O.C(=O)([O-])[O-].[K+].[K+]>CS(C)=O.[Cu]I>[CH2:34]([O:33][C:31](=[O:32])[C:30]1[CH:36]=[CH:37][C:27]([N:22]2[CH2:23][CH2:24][CH2:25][CH:19]([O:18][CH2:17][C:5]3[C:6]([C:9]4[C:10]([Cl:16])=[CH:11][CH:12]=[CH:13][C:14]=4[Cl:15])=[N:7][O:8][C:4]=3[CH:1]3[CH2:2][CH2:3]3)[CH2:20][CH2:21]2)=[CH:28][CH:29]=1)[CH3:35] |f:3.4.5|. Procedure: To a solution of 16 g (42 mmol) of 4-[5-cyclopropyl-3-(2,6-dichloro-phenyl)-isoxazol-4-ylmethoxy]-azepane in 40 mL of dimethyl sulfoxide, is added ethyl 4-iodobenzoate (21 g, 67 mmol), proline (2 g, 16.7 mmol) and copper(I) iodide (3.2 g, 16.7 mmol.). The resulting mixture is degassed with nitrogen followed by addition of potassium carbonate (11.6 g, 84 mmol). The reaction mixture is stirred at 100° C. for 14 hours. The mixture is cooled to room temperature and quenched with water. The mixture i... Starting materials: C(C1=CC=CC=C1)(=O)[C@]([C@](C(=O)O)(O)C(C1=CC=CC=C1)=O)(O)C(=O)O (dibenzoyl-L-tartaric acid), ClC1=CC=C(CC2NCCC2)C=C1 (2-(4-chlorobenzyl)pyrrolidine). Run at time 12 hour. RXN SMILES: [C:1]([C@@:9]([C:24]([OH:26])=[O:25])([OH:23])[C@@:10]([C:15](=[O:22])[C:16]1[CH:21]=[CH:20][CH:19]=[CH:18][CH:17]=1)([OH:14])[C:11]([OH:13])=[O:12])(=[O:8])[C:2]1[CH:7]=[CH:6][CH:5]=[CH:4][CH:3]=1.[Cl:27][C:28]1[CH:39]=[CH:38][C:31]([CH2:32][CH:33]2[CH2:37][CH2:36][CH2:35][NH:34]2)=[CH:30][CH:29]=1>CC(C)=O>[C:15]([C:10]([C:11]([OH:13])=[O:12])([OH:14])[C:9]([C:1](=[O:8])[C:2]1[CH:7]=[CH:6][CH:5]=[CH:4][CH:3]=1)([OH:23])[C:24]([OH:26])=[O:25])(=[O:22])[C:16]1[CH:21]=[CH:20][CH:19]=[CH:18][CH:17]=1.[Cl:27][C:28]1[CH:39]=[CH:38][C:31]([CH2:32][CH:33]2[CH2:37][CH2:36][CH2:35][NH:34]2)=[CH:30][CH:29]=1 |f:3.4|. The solvent is CC(=O)C (acetone), CC(=O)C (acetone). Procedure: Add a solution of 37.6 g of dibenzoyl-L-tartaric acid in 250 ml of acetone to 19.57 g of 2-(4-chlorobenzyl)pyrrolidine dissolved in 200 ml of acetone. Allow the resulting reaction mixture to stand for 12 hours and then filter off the precipitated crystals (25.8 g); [α]58920 =-84.7° (25 mg/ml in methanol). Recrystallize from 75 ml methanol/100 ml acetone to obtain 15.43 g of (-)-2-(4-chlorobenzyl)pyrrolidine dibenzoyl tartrate (m.p. 178° to 179°); [α]58920 =-88° (25 mg/ml in methanol). Stir 14.85... Yields the product C(C1=CC=CC=C1)(=O)C(C(C(=O)O)(O)C(C1=CC=CC=C1)=O)(O)C(=O)O.ClC1=CC=C(CC2NCCC2)C=C1 ((-)-2-(4-chlorobenzyl)pyrrolidine dibenzoyl tartrate). Yield: 27.9%. The reactants are C1(CCC2=CC=CC=C12)=O (indan-1-one), [N+](=O)([O-])C1=CC=C(C=O)C=C1 (4-nitrobenzaldehyde), N1CCCCC1 (piperidine). Solvent: C(C)(=O)O (acetic acid). Reaction conditions: temperature 95 celsius. The product is [N+](=O)([O-])C1=CC=C(C=C2C(C3=CC=CC=C3C2)=O)C=C1 (2-(4-nitrobenzylidene)indan-1-one). RXN SMILES: [C:1]1(=[O:10])[C:9]2[C:4](=[CH:5][CH:6]=[CH:7][CH:8]=2)[CH2:3][CH2:2]1.[N+:11]([C:14]1[CH:21]=[CH:20][C:17]([CH:18]=O)=[CH:16][CH:15]=1)([O-:13])=[O:12].N1CCCCC1>C(O)(=O)C>[N+:11]([C:14]1[CH:21]=[CH:20][C:17]([CH:18]=[C:2]2[CH2:3][C:4]3[C:9](=[CH:8][CH:7]=[CH:6][CH:5]=3)[C:1]2=[O:10])=[CH:16][CH:15]=1)([O-:13])=[O:12]. Reported procedure: A mixture of indan-1-one (20.0 g), 4-nitrobenzaldehyde (27.0 g), glacial acetic acid (3.0 g) and piperidine (3.06 g) was heated at 95° C. under nitrogen for 3.5 h. The mixture was cooled to 20° C. and filtered to give a solid which was recrystallized from industrial methylated spirit to give 2-(4-nitrobenzylidene)indan-1-one. Reactants: O=C1C(C(C2=CC(=C(C(=C12)Cl)Cl)OCC(=O)O)C1=CC=CC=C1)CC ((1-oxo-2-ethyl-3-phenyl-6,7-dichloro-5-indanyloxy)acetic acid), [BH4-].[K+] (potassium borohydride). Solvent: O (water). Product: OC1C(C(C2=CC(=C(C(=C12)Cl)Cl)OCC(=O)O)C1=CC=CC=C1)CC ((1-hydroxy-2-ethyl-3-phenyl-6,7-dichloro-5-indanyloxy)acetic acid). RXN SMILES: [O:1]=[C:2]1[C:10]2[C:5](=[CH:6][C:7]([O:13][CH2:14][C:15]([OH:17])=[O:16])=[C:8]([Cl:12])[C:9]=2[Cl:11])[CH:4]([C:18]2[CH:23]=[CH:22][CH:21]=[CH:20][CH:19]=2)[CH:3]1[CH2:24][CH3:25].[BH4-].[K+]>O>[OH:1][CH:2]1[C:10]2[C:5](=[CH:6][C:7]([O:13][CH2:14][C:15]([OH:17])=[O:16])=[C:8]([Cl:12])[C:9]=2[Cl:11])[CH:4]([C:18]2[CH:23]=[CH:22][CH:21]=[CH:20][CH:19]=2)[CH:3]1[CH2:24][CH3:25] |f:1.2|. Reported procedure: (1-Hydroxy-2-ethyl-3-phenyl-6,7-dichloro-5-indanyloxy)acetic acid is prepared following substantially the same procedure described in Example 1, using the following substances: (1-oxo-2-ethyl-3-phenyl-6,7-dichloro-5-indanyloxy)acetic acid (7.58 g., 0.02 mole); potassium borohydride (2.0 g.); and water (200 ml.). Follwing this procedure, there is obtained (1-hydroxy-2-ethyl-3-phenyl-6,7-dichloro-5-indanyloxy)acetic acid. Starting materials: C(C)(C)(C)[Si](OC(CCC1CCC(N1)=O)CC1=CC=CC=C1)(C)C (5-[3-(tert-butyl-dimethyl-silanyloxy)-4-phenyl-butyl]-pyrrolidin-2-one), C[Si](C)(C)[N-][Si](C)(C)C.[Na+] (NaHMDS), C(C)OC(C1=CC=C(C=C1)OCCBr)=O (4-(2-bromo-ethoxy)-benzoic acid ethyl ester). Reaction conditions: temperature 50 celsius. Product: C(C)OC(C1=CC=C(C=C1)OCCN1C(CCC1=O)CCC(CC1=CC=CC=C1)O[Si](C)(C)C(C)(C)C)=O (4-(2-{2-[3-(tert-butyl-dimethyl-silanyloxy)-4-phenyl-butyl]-5-oxo-pyrrolidin-1-yl}-ethoxy)-benzoic acid ethyl ester). Yield: 17.1%. RXN SMILES: [C:1]([Si:5]([CH3:24])([CH3:23])[O:6][CH:7]([CH2:16][C:17]1[CH:22]=[CH:21][CH:20]=[CH:19][CH:18]=1)[CH2:8][CH2:9][CH:10]1[NH:14][C:13](=[O:15])[CH2:12][CH2:11]1)([CH3:4])([CH3:3])[CH3:2].C[Si]([N-][Si](C)(C)C)(C)C.[Na+].[CH2:35]([O:37][C:38](=[O:49])[C:39]1[CH:44]=[CH:43][C:42]([O:45][CH2:46][CH2:47]Br)=[CH:41][CH:40]=1)[CH3:36]>>[CH2:35]([O:37][C:38](=[O:49])[C:39]1[CH:44]=[CH:43][C:42]([O:45][CH2:46][CH2:47][N:14]2[C:13](=[O:15])[CH2:12][CH2:11][CH:10]2[CH2:9][CH2:8][CH:7]([O:6][Si:5]([C:1]([CH3:3])([CH3:2])[CH3:4])([CH3:24])[CH3:23])[CH2:16][C:17]2[CH:22]=[CH:21][CH:20]=[CH:19][CH:18]=2)=[CH:41][CH:40]=1)[CH3:36] |f:1.2|. Procedure details: Analogous to the procedure described for Example 1A, Step D, 5-[3-(tert-butyl-dimethyl-silanyloxy)-4-phenyl-butyl]-pyrrolidin-2-one (prepared in Example 1A, Step C) (250 mg, 0.719 mmol) was alkylated with NaHMDS (1M in THF, 0.86 mL, 0.86 mmol) and 4-(2-bromo-ethoxy)-benzoic acid ethyl ester (216 mg, 0.791 mmol). The reaction temperature was maintained at 50° C. over 24 h. Purification by radial chromatography (hexanes to 4:1 hexanes:EtOAc) provided 4-(2-{2-[3-(tert-butyl-dimethyl-silanyloxy)-4-p...